This data is from the Open Reaction Database (ORD), a public repository of structured organic reaction records. The task is: describe an organic reaction: reactants, conditions, products, and yield Procedure: In a manner analogous to that described in Example 3C hereinabove, 3-methyl-1,3-diaminobutane, water and acetone cyanohydrin are reacted, and the reaction product recovered. When dissolved and recrystallized from acetone it is identified as 3,3,7,7-tetramethyl-1,4-diazepin-2-one. Other primary amines may be used for other substituents. The product is CC1(C(NC(C=CN1)(C)C)=O)C (3,3,7,7-tetramethyl-1,4-diazepin-2-one). Starting materials: CC(CCN)(C)N (3-methyl-1,3-diaminobutane), CC(C#N)(O)C (acetone cyanohydrin), O (water). RXN SMILES: [CH3:1][C:2]([NH2:7])([CH3:6])[CH2:3][CH2:4][NH2:5].[CH3:8][C:9]([CH3:13])(O)[C:10]#N.[OH2:14]>>[CH3:8][C:9]1([CH3:13])[NH:5][CH:4]=[CH:3][C:2]([CH3:6])([CH3:1])[NH:7][C:10]1=[O:14]. Starting materials: CN=C(NC#N)SC, NCCCCCCCCN. Product: CNC(=NCCCCCCCCN)NC#N. RXN SMILES: [C:11](#[N:12])[NH:13][C:14]([S:15][CH3:16])=[N:17][CH3:18].[NH2:1][CH2:2][CH2:3][CH2:4][CH2:5][CH2:6][CH2:7][CH2:8][CH2:9][NH2:10]>>[N:1]([CH2:2][CH2:3][CH2:4][CH2:5][CH2:6][CH2:7][CH2:8][CH2:9][NH2:10])=[C:14]([NH:13][C:11]#[N:12])[NH:17][CH3:18]. Starting materials: CN1CCN(C2CCC(OS(C)(=O)=O)CC2)CC1=O, CN1CCCC1=O, [Na+], [Na+], O=C([O-])[O-], COc1cc2nc[nH]c(=O)c2cc1O, O. Yields the product COc1cc2nc[nH]c(=O)c2cc1OC1CCC(N2CCN(C)C(=O)C2)CC1. Reaction SMILES: [CH3:21][S:22]([O:23][CH:26]1[CH2:27][CH2:28][CH:29]([N:32]2[CH2:33][C:34](=[O:39])[N:35]([CH3:38])[CH2:36][CH2:37]2)[CH2:30][CH2:31]1)(=[O:24])=[O:25].[CH3:41][N:42]1[CH2:43][CH2:44][CH2:45][C:46]1=[O:47].[Na+:1].[Na+:2].[O-:3][C:4](=[O:5])[O-:6].[O:7]=[c:8]1[nH:9][cH:10][n:11][c:12]2[cH:13][c:14]([O:19][CH3:20])[c:15]([OH:18])[cH:16][c:17]12.[OH2:40]>>[O:7]=[c:8]1[nH:9][cH:10][n:11][c:12]2[cH:13][c:14]([O:19][CH3:20])[c:15]([O:18][CH:26]3[CH2:27][CH2:28][CH:29]([N:32]4[CH2:33][C:34](=[O:39])[N:35]([CH3:38])[CH2:36][CH2:37]4)[CH2:30][CH2:31]3)[cH:16][c:17]12. Reactants: CC(=O)c1ccc(Br)cc1F, O=C([O-])[O-], CC(C)(C)P(C(C)(C)C)C(C)(C)C, CC(C)(C)P(C(C)(C)C)C(C)(C)C, CC(=O)Nc1nc(C)cs1, [Cs+], [Cs+], [Pd]. The product is CC(=O)Nc1nc(C)c(-c2ccc(C(C)=O)c(F)c2)s1. As a reaction SMILES: [Br:1][c:2]1[cH:3][c:4]([F:11])[c:5]([C:8]([CH3:9])=[O:10])[cH:6][cH:7]1.[C:22](=[O:23])([O-:24])[O-:25].[C:29]([P:30]([C:31]([CH3:32])([CH3:33])[CH3:34])[C:35]([CH3:36])([CH3:37])[CH3:38])([CH3:39])([CH3:40])[CH3:41].[C:42]([P:43]([C:44]([CH3:45])([CH3:46])[CH3:47])[C:48]([CH3:49])([CH3:50])[CH3:51])([CH3:52])([CH3:53])[CH3:54].[CH3:12][c:13]1[n:14][c:15]([NH:18][C:19]([CH3:20])=[O:21])[s:16][cH:17]1.[Cs+:26].[Cs+:27].[Pd:28]>>[c:2]1(-[c:17]2[c:13]([CH3:12])[n:14][c:15]([NH:18][C:19]([CH3:20])=[O:21])[s:16]2)[cH:3][c:4]([F:11])[c:5]([C:8]([CH3:9])=[O:10])[cH:6][cH:7]1.